Dataset: the Open Reaction Database (ORD), a public repository of structured organic reaction records. Task: describe an organic reaction: reactants, conditions, products, and yield The reactants are Br, Br, C1CCNC1, ClC(Cl)Cl, C1CCNC1, O=Cc1ccc[nH]1. Product: [Br-], C(c1ccc[nH]1)=[N+]1CCCC1. Reaction SMILES: [BrH:14].[BrH:1].[CH2:2]1[CH2:3][CH2:4][NH:5][CH2:6]1.[CH:20]([Cl:21])([Cl:22])[Cl:23].[NH:15]1[CH2:16][CH2:17][CH2:18][CH2:19]1.[nH:7]1[c:8]([CH:12]=[O:13])[cH:9][cH:10][cH:11]1>>[Br-:1].[CH2:2]1[CH2:3][CH2:4][N+:5](=[CH:12][c:8]2[nH:7][cH:11][cH:10][cH:9]2)[CH2:6]1.